This data is from the Open Reaction Database (ORD), a public repository of structured organic reaction records. The task is: describe an organic reaction: reactants, conditions, products, and yield The reactants are C(#N)C1=CC(=C(C=C1)NC=1C=C2C=CNC2=CC1)N (5-(4-cyano-2-aminophenylamino)-1H-indole), C(C)OC=C(C#N)C#N (ethoxymethylenemalononitrile), ethyl acetate hexanes. Run in C(CC)O (propanol). Product: C(#N)C1=CC2=C(N(C=N2)C=2C=C3C=CNC3=CC2)C=C1 (5-Cyano-1-(indol-5-yl)benzimidazole). Yield: 94.0%. RXN SMILES: [C:1]([C:3]1[CH:8]=[CH:7][C:6]([NH:9][C:10]2[CH:11]=[C:12]3[C:16](=[CH:17][CH:18]=2)[NH:15][CH:14]=[CH:13]3)=[C:5]([NH2:19])[CH:4]=1)#[N:2].[CH2:20](OC=C(C#N)C#N)C>C(O)CC>[C:1]([C:3]1[CH:8]=[CH:7][C:6]2[N:9]([C:10]3[CH:11]=[C:12]4[C:16](=[CH:17][CH:18]=3)[NH:15][CH:14]=[CH:13]4)[CH:20]=[N:19][C:5]=2[CH:4]=1)#[N:2]. Procedure: 5-(4-Cyano-2-nitrophenylamino)-1H-indole (0.56 g, 2.0 mmoles) was reduced by catalytic hydrogenation, to form 5-(4-cyano-2-aminophenylamino)-1H-indole (0.50 g, 2.0 mmole). The 5-(4-cyano-2-aminophenylamino)-1H-indole was cyclized using ethoxymethylenemalononitrile (0.49 g, 2.0 mmoles) in propanol, and the cyclization reaction was heated for 24 hours. Column chromatography using ethyl acetate/hexanes [1:1] afforded the title compound (94%) as a yellow solid. Mp, 263.0°-264.0° C.; 13C NMR (DMSO-d6... The product is FC1=C(C(=CC=C1)F)NC(C1=C(C=CC(=C1)C=1N=C2N(C=CC=C2)C1C1=NC(=NC=C1)NC1=C(C=C(C=C1)N1CCN(CC1)CCC)OC)OCC)=O (N-(2,6-difluorophenyl)-2-(ethyloxy)-5-[3-(2-{[2-(methyloxy)-4-(4-propyl-1-piperazinyl)phenyl]amino}-4-pyrimidinyl)imidazo[1,2-a]pyridin-2-yl]benzamide). As a reaction SMILES: Cl[C:2]1[N:7]=[C:6]([C:8]2[N:12]3[CH:13]=[CH:14][CH:15]=[CH:16][C:11]3=[N:10][C:9]=2[C:17]2[CH:18]=[CH:19][C:20]([O:34][CH2:35][CH3:36])=[C:21]([CH:33]=2)[C:22]([NH:24][C:25]2[C:30]([F:31])=[CH:29][CH:28]=[CH:27][C:26]=2[F:32])=[O:23])[CH:5]=[CH:4][N:3]=1.[CH3:37][O:38][C:39]1[CH:44]=[C:43]([N:45]2[CH2:50][CH2:49][N:48]([CH2:51][CH2:52][CH3:53])[CH2:47][CH2:46]2)[CH:42]=[CH:41][C:40]=1[NH2:54].Cl.O1CCOCC1.C[O-].[Na+]>FC(F)(F)CO.CO.C(Cl)Cl.CCCCCC>[F:32][C:26]1[CH:27]=[CH:28][CH:29]=[C:30]([F:31])[C:25]=1[NH:24][C:22](=[O:23])[C:21]1[CH:33]=[C:17]([C:9]2[N:10]=[C:11]3[CH:16]=[CH:15][CH:14]=[CH:13][N:12]3[C:8]=2[C:6]2[CH:5]=[CH:4][N:3]=[C:2]([NH:54][C:40]3[CH:41]=[CH:42][C:43]([N:45]4[CH2:50][CH2:49][N:48]([CH2:51][CH2:52][CH3:53])[CH2:47][CH2:46]4)=[CH:44][C:39]=3[O:38][CH3:37])[N:7]=2)[CH:18]=[CH:19][C:20]=1[O:34][CH2:35][CH3:36] |f:4.5|. Conditions: temperature 175 celsius. Isolated yield 80.0%. Procedure details: To 5-[3-(2-chloro-4-pyrimidinyl)imidazo[1,2-a]pyridin-2-yl]-N-(2,6-difluorophenyl)-2-(ethyloxy)benzamide (Intermediate Example 6) (100 mg, 0.20 mmol) and [2-(methyloxy)-4-(4-propyl-1-piperazinyl)phenyl]amine (Example 173, step B) (49 mg, 0.20 mmol) in 2,2,2-trifluoroethanol (1.0 mL) was added 4 M HCl in dioxane (99 μL, 0.40 mmol). The mixture was stirred and heated on a Biotage microwave at 175° C. for 35 minutes, then cooled to rt. The mixture was neutralized with 0.5M sodium methoxide in MeOH.... Starting materials: ClC1=NC=CC(=N1)C1=C(N=C2N1C=CC=C2)C=2C=CC(=C(C(=O)NC1=C(C=CC=C1F)F)C2)OCC (5-[3-(2-chloro-4-pyrimidinyl)imidazo[1,2-a]pyridin-2-yl]-N-(2,6-difluorophenyl)-2-(ethyloxy)benzamide), COC1=C(C=CC(=C1)N1CCN(CC1)CCC)N ([2-(methyloxy)-4-(4-propyl-1-piperazinyl)phenyl]amine), Cl (HCl), O1CCOCC1 (dioxane), C[O-].[Na+] (sodium methoxide), Teflon. Run in CO (MeOH), CCCCCC (hexane), FC(CO)(F)F (2,2,2-trifluoroethanol), C(Cl)Cl (DCM). The reactants are CC(c1ccc(Br)cc1)N1CCC(CCN2CCCS2(=O)=O)(c2ccccc2)OC1=O, Cc1cc(B(O)O)ccn1. Product: Cc1cc(-c2ccc(C(C)N3CCC(CCN4CCCS4(=O)=O)(c4ccccc4)OC3=O)cc2)ccn1. RXN SMILES: [Br:1][c:2]1[cH:3][cH:4][c:5]([CH:8]([CH3:9])[N:10]2[C:11](=[O:31])[O:12][C:13]([c:16]3[cH:17][cH:18][cH:19][cH:20][cH:21]3)([CH2:22][CH2:23][N:24]3[S:25](=[O:29])(=[O:30])[CH2:26][CH2:27][CH2:28]3)[CH2:14][CH2:15]2)[cH:6][cH:7]1.[CH3:32][c:33]1[n:34][cH:35][cH:36][c:37]([B:39]([OH:40])[OH:41])[cH:38]1>>[c:2]1(-[c:37]2[cH:36][cH:35][n:34][c:33]([CH3:32])[cH:38]2)[cH:3][cH:4][c:5]([CH:8]([CH3:9])[N:10]2[C:11](=[O:31])[O:12][C:13]([c:16]3[cH:17][cH:18][cH:19][cH:20][cH:21]3)([CH2:22][CH2:23][N:24]3[S:25](=[O:29])(=[O:30])[CH2:26][CH2:27][CH2:28]3)[CH2:14][CH2:15]2)[cH:6][cH:7]1. Starting materials: BrCc1ccccc1, O=C([O-])[O-], [Na+], [Na+], CN(C)C=O, CNC(=O)c1c(-c2ccc(F)cc2)oc2ccc(-c3cccc(-c4ccn[nH]4)c3)cc12. The product is CNC(=O)c1c(-c2ccc(F)cc2)oc2ccc(-c3cccc(-c4ccnn4Cc4ccccc4)c3)cc12. Reaction SMILES: [Br:1][CH2:2][c:3]1[cH:4][cH:5][cH:6][cH:7][cH:8]1.[C:9](=[O:10])([O-:11])[O-:12].[Na+:13].[Na+:14].[O:46]=[CH:47][N:48]([CH3:49])[CH3:50].[nH:15]1[n:16][cH:17][cH:18][c:19]1-[c:20]1[cH:21][c:22](-[c:26]2[cH:27][cH:28][c:29]3[c:30]([c:31]([C:41](=[O:42])[NH:43][CH3:44])[c:32](-[c:34]4[cH:35][cH:36][c:37]([F:40])[cH:38][cH:39]4)[o:33]3)[cH:45]2)[cH:23][cH:24][cH:25]1>>[CH2:2]([c:3]1[cH:4][cH:5][cH:6][cH:7][cH:8]1)[n:15]1[n:16][cH:17][cH:18][c:19]1-[c:20]1[cH:21][c:22](-[c:26]2[cH:27][cH:28][c:29]3[c:30]([c:31]([C:41](=[O:42])[NH:43][CH3:44])[c:32](-[c:34]4[cH:35][cH:36][c:37]([F:40])[cH:38][cH:39]4)[o:33]3)[cH:45]2)[cH:23][cH:24][cH:25]1.